Dataset: the Open Reaction Database (ORD), a public repository of structured organic reaction records. Task: describe an organic reaction: reactants, conditions, products, and yield As a reaction SMILES: [C:1]([O:5][C:6](=[O:22])[NH:7][C:8]1[CH:13]=[CH:12][C:11]([C:14]2[CH:19]=[CH:18][CH:17]=[CH:16][C:15]=2[F:20])=[CH:10][C:9]=1[NH2:21])([CH3:4])([CH3:3])[CH3:2].[N:23]1([C:28]2[CH:29]=[C:30]([C:34]3[O:39]C(C)(C)[O:37][C:36](=O)[CH:35]=3)[CH:31]=[CH:32][CH:33]=2)[CH:27]=[CH:26][N:25]=[CH:24]1>>[C:1]([O:5][C:6](=[O:22])[NH:7][C:8]1[CH:13]=[CH:12][C:11]([C:14]2[CH:19]=[CH:18][CH:17]=[CH:16][C:15]=2[F:20])=[CH:10][C:9]=1[NH:21][C:36](=[O:37])[CH2:35][C:34]([C:30]1[CH:31]=[CH:32][CH:33]=[C:28]([N:23]2[CH:27]=[CH:26][N:25]=[CH:24]2)[CH:29]=1)=[O:39])([CH3:4])([CH3:2])[CH3:3]. Product: C(C)(C)(C)OC(NC1=C(C=C(C=C1)C1=C(C=CC=C1)F)NC(CC(=O)C1=CC(=CC=C1)N1C=NC=C1)=O)=O ({2′-Fluoro-3-[3-(3-imidazol-1-yl-phenyl)-3-oxo-propionylamino]-biphenyl-4-yl}-carbamic acid tert.-butyl ester). Procedure: Prepared from (3-amino-2′-fluoro-biphenyl-4-yl)-carbamic acid tert.-butyl ester (Example G37) and 6-(3-imidazol-1-yl-phenyl)-2,2-dimethyl-[1,3]dioxin-4-one (Example J10) according to the general procedure K. Obtained as a brown solid (352 mg). The reactants are C(C)(C)(C)OC(NC1=C(C=C(C=C1)C1=C(C=CC=C1)F)N)=O ((3-amino-2′-fluoro-biphenyl-4-yl)-carbamic acid tert.-butyl ester), N1(C=NC=C1)C=1C=C(C=CC1)C1=CC(OC(O1)(C)C)=O (6-(3-imidazol-1-yl-phenyl)-2,2-dimethyl-[1,3]dioxin-4-one). Starting materials: CC(C#C)(C)NC(C1=CC(=CC(=C1)Cl)Cl)=O (N-(1,1-dimethyl-2-propynyl)-3,5-dichlorobenzamide), O-(2,4-dichlorophenyl)-O-methyl isopropylphosphoramidothioate, ClC1=C(C=CC=C1)CN1OCC(C1=O)(C)C (2-(2-chlorophenyl)methyl-4,4-dimethyl-3-isoxazolidinone), 2-(3,5-dichlorophenyl)-2-(2,2,2-trichloromethyl)oxirane, 6,7-dihydrodipyridol[1,2-a:2',1'-c]pyrazidiium, C[As]([O-])(=O)[O-].[Na+].[Na+] (disodium methanearsonate), COC(=S)SSC(=S)OC (di(methoxythiocarbonyl)disulfide), C(CC)N(C1=C(C=C(C=C1[N+](=O)[O-])C)[N+](=O)[O-])CCC (N,N-di(n-propyl)-2,6-dinitro-4-methylaniline), 3-(1-methylethyl)-1H-2,1,3-benzothiadiazin-(4)3H-one-2,2-dioxide, C(CC)N(C1=C(C=C(C=C1[N+](=O)[O-])S(=O)(=O)C)[N+](=O)[O-])CCC (N,N-di(n-propyl)-2,6-dinitro-4-methylsulfonylaniline), N-N-di(n-propyl)-2,6-dinitro-4-(trifluoromethyl)aniline, C(\C=C/C(=O)O)(=O)NN (maleic hydrazide), 3,4,5,6-tetrahydro-3,5-dimethyl-2-thio-2H-1,3,5-thiadiazine, 2-[1-(ethoxyimino)butyl]-5-[s-(ethylthio)propyl]-3-hydroxy-2-cyclohexen-1-one, C(C)C(CC)NC(C1=C(C(=C(C=C1[N+](=O)[O-])C)C)[N+](=O)[O-])=O (N-(1-ethylpropyl)-3,4-dimethyl-2,6-dinitrobenzamide), C[As](O)(=O)[O-].[Na+] (monosodium methanearsonate), ClC=1C(C2=CC=CC=C2C(C1Cl)=O)=O (2,3-dichloro-1,4-naphthoquinone), ClC=1C(N(N=CC1NC)C=1C=C(C=CC1)C(F)(F)F)=O (4-chloro-5-(methylamino)-2-(α,α,α-trifluoro-m-toluyl)-3-(2H)-pyridazinone), NC1=C(C(=NC(=C1Cl)Cl)C(=O)O)Cl (4-amino-3,5,6-trichloropicolinic acid), C[N+]1=CC=C(C=C1)C1=CC=[N+](C=C1)C (1,1'-dimethyl-4,4'-bipyridinium), NC1=NNC=N1 (3-amino-1,2,4-triazole), CN(C(C(C1=CC=CC=C1)C1=CC=CC=C1)=O)C (N,N-dimethyl-alpha,alpha-diphenylacetamide). Yields the product ClCC(=O)N(CC=C)CC=C (2-Chloro-N,N-diallylacetamide). As a reaction SMILES: C[C:2]([NH:6][C:7](=O)[C:8]1[CH:13]=C(Cl)C=C(Cl)C=1)(C)[C:3]#[CH:4].[C:17](NN)(=[O:23])/[CH:18]=C\C(O)=O.NC1N=CNN=1.C[As]([O-])(=O)O.[Na+].C[As]([O-])(=O)[O-].[Na+].[Na+].CN(C)C(=O)C(C1C=CC=CC=1)C1C=CC=CC=1.C(N(CCC)C1C([N+]([O-])=O)=CC(C)=CC=1[N+]([O-])=O)CC.C(N(CCC)C1C([N+]([O-])=O)=CC(S(C)(=O)=O)=CC=1[N+]([O-])=O)CC.NC1C([Cl:113])=C(Cl)N=C(C(O)=O)C=1Cl.ClC1C(=O)C2C(C(=O)C=1Cl)=CC=CC=2.COC(SSC(OC)=S)=S.C[N+]1C=CC(C2C=C[N+](C)=CC=2)=CC=1.ClC1C=CC=CC=1CN1C(=O)C(C)(C)CO1.C(C(NC(=O)C1C([N+]([O-])=O)=CC(C)=C(C)C=1[N+]([O-])=O)CC)C.ClC1C(=O)N(C2C=C(C(F)(F)F)C=CC=2)N=CC=1NC>>[Cl:113][CH2:18][C:17]([N:6]([CH2:2][CH:3]=[CH2:4])[CH2:7][CH:8]=[CH2:13])=[O:23] |f:3.4,5.6.7|. Procedure: N-(1,1-dimethyl-2-propynyl)-3,5-dichlorobenzamide; maleic hydrazide; 3-amino-1,2,4-triazole; monosodium methanearsonate; disodium methanearsonate; N,N-dimethyl-alpha,alpha-diphenylacetamide; N-N-di(n-propyl)-2,6-dinitro-4-(trifluoromethyl)aniline; N,N-di(n-propyl)-2,6-dinitro-4-methylaniline; N,N-di(n-propyl)-2,6-dinitro-4-methylsulfonylaniline; O-(2,4-dichlorophenyl)-O-methyl isopropylphosphoramidothioate; 4-amino-3,5,6-trichloropicolinic acid; 2,3-dichloro-1,4-naphthoquinone; di(methoxythiocar... Starting materials: CCOC(=O)CCCBr, CCN(C(C)C)C(C)C, Cl, FC(F)(F)c1cc(-c2nc(-c3ccc4c(c3)CCNCC4)no2)ccc1-c1ccccc1, CN(C)C=O. Product: CCOC(=O)CCCN1CCc2ccc(-c3noc(-c4ccc(-c5ccccc5)c(C(F)(F)F)c4)n3)cc2CC1. Reaction SMILES: [Br:43][CH2:44][CH2:45][CH2:46][C:47](=[O:48])[O:49][CH2:50][CH3:51].[CH:34]([N:35]([CH2:36][CH3:37])[CH:38]([CH3:39])[CH3:40])([CH3:41])[CH3:42].[ClH:1].[F:2][C:3]([c:4]1[c:5](-[c:26]2[cH:27][cH:28][cH:29][cH:30][cH:31]2)[cH:6][cH:7][c:8](-[c:10]2[n:11][c:12](-[c:15]3[cH:16][c:17]4[c:18]([cH:24][cH:25]3)[CH2:19][CH2:20][NH:21][CH2:22][CH2:23]4)[n:13][o:14]2)[cH:9]1)([F:32])[F:33].[O:52]=[CH:53][N:54]([CH3:55])[CH3:56]>>[F:2][C:3]([c:4]1[c:5](-[c:26]2[cH:27][cH:28][cH:29][cH:30][cH:31]2)[cH:6][cH:7][c:8](-[c:10]2[n:11][c:12](-[c:15]3[cH:16][c:17]4[c:18]([cH:24][cH:25]3)[CH2:19][CH2:20][N:21]([CH2:44][CH2:45][CH2:46][C:47](=[O:48])[O:49][CH2:50][CH3:51])[CH2:22][CH2:23]4)[n:13][o:14]2)[cH:9]1)([F:32])[F:33]. Procedure details: A mixture of 3-methoxythiophene (7.28 g, 63.76 mmol), 1-octanol (20.09 mL, 127.53 mmol), p-toluenesulfonic acid monohydrate (1.21 g, 6.38 mmol) and 60 mL toluene was heated in a 130° C. bath for 15 hours under argon. After dichloromethane/water extraction, the organic layer was dried over anhydrous Na2SO4. After solvent evaporation, the residue was purified by column chromatography (silica gel 3:1 hexane:dichloromethane) to give 2′ as a colorless solid (13.00 g, 96%). 1H NMR (CDCl3, 300 MHz, ppm... Conditions: temperature 130 celsius. Starting materials: COC1=CSC=C1 (3-methoxythiophene), C(CCCCCCC)O (1-octanol), O.C1(=CC=C(C=C1)S(=O)(=O)O)C (p-toluenesulfonic acid monohydrate). As a reaction SMILES: [CH3:1][O:2][C:3]1[CH:7]=[CH:6][S:5][CH:4]=1.[CH2:8](O)[CH2:9][CH2:10][CH2:11][CH2:12][CH2:13][CH2:14]C.O.C1(C)C=CC(S(O)(=O)=O)=CC=1>C1(C)C=CC=CC=1>[CH2:1]([O:2][C:3]1[CH:7]=[CH:6][S:5][CH:4]=1)[CH2:8][CH2:9][CH2:10][CH2:11][CH2:12][CH2:13][CH3:14] |f:2.3|. Solvent: C1(=CC=CC=C1)C (toluene). Yields the product C(CCCCCCC)OC1=CSC=C1 (3-octoxythiophene). The yield is 96.0%.